Dataset: the Open Reaction Database (ORD), a public repository of structured organic reaction records. Task: describe an organic reaction: reactants, conditions, products, and yield Reactants: BrCC=1C=C2C=CC(N(C2=CC1)C)=O (6-bromomethyl-1-methyl-1,2-dihydroquinolin-2-one), C(C)C1(CCOCC1)C1=CC(=CC=C1)O (4-ethyl-4-(3-hydroxyphenyl)tetrahydropyran). Product: C(C)C1(CCOCC1)C1=CC(=CC=C1)OCC=1C=C2C=CC(N(C2=CC1)C)=O (4-ethyl-4-[3-(1-methyl-2-oxo-1,2-dihydroquinolin-6-ylmethoxy)phenyl]tetrahydropyran). The yield is 63.0%. RXN SMILES: Br[CH2:2][C:3]1[CH:4]=[C:5]2[C:10](=[CH:11][CH:12]=1)[N:9]([CH3:13])[C:8](=[O:14])[CH:7]=[CH:6]2.[CH2:15]([C:17]1([C:23]2[CH:28]=[CH:27][CH:26]=[C:25]([OH:29])[CH:24]=2)[CH2:22][CH2:21][O:20][CH2:19][CH2:18]1)[CH3:16]>>[CH2:15]([C:17]1([C:23]2[CH:28]=[CH:27][CH:26]=[C:25]([O:29][CH2:2][C:3]3[CH:4]=[C:5]4[C:10](=[CH:11][CH:12]=3)[N:9]([CH3:13])[C:8](=[O:14])[CH:7]=[CH:6]4)[CH:24]=2)[CH2:18][CH2:19][O:20][CH2:21][CH2:22]1)[CH3:16]. Reported procedure: Using a similar procedure to that described in Example 14, 6-bromomethyl-1-methyl-1,2-dihydroquinolin-2-one was reacted with 4-ethyl-4-(3-hydroxyphenyl)tetrahydropyran to give 4-ethyl-4-[3-(1-methyl-2-oxo-1,2-dihydroquinolin-6-ylmethoxy)phenyl]tetrahydropyran in 63% yield, m.p. 139° C. The solvent is C(C)O (ethanol). The yield is 77.2%. Product: C(C)(=O)NCCSC=1C=CC=2N(N1)C=CN2 (6-(2-acetylaminoethylthio)imidazo[1,2-b]pyridazine). Starting materials: C(C)(=O)NCCS (N-acetylcysteamine), [H-].[Na+] (sodium hydride), ClC=1C=CC=2N(N1)C=CN2 (6-chloroimidazo[1,2-b]pyridazine). Procedure details: To 30 ml of ethanol is added 1.79 g of N-acetylcysteamine and with ice-cooling and stirring, 720 mg of sodium hydride (oily, 60 wt.%) is added. Then, 1.54 g of 6-chloroimidazo[1,2-b]pyridazine is further added and the mixture is stirred at 50° C. for 4 hours. The solvent is distilled off under reduced pressure and the residue is diluted with a saturated aqueous solution of sodium hydrogen carbonate and extracted with chloroform. The extract is dried over magnesium sulfate and the solvent is dist... RXN SMILES: [C:1]([NH:4][CH2:5][CH2:6][SH:7])(=[O:3])[CH3:2].[H-].[Na+].Cl[C:11]1[CH:12]=[CH:13][C:14]2[N:15]([CH:17]=[CH:18][N:19]=2)[N:16]=1>C(O)C>[C:1]([NH:4][CH2:5][CH2:6][S:7][C:11]1[CH:12]=[CH:13][C:14]2[N:15]([CH:17]=[CH:18][N:19]=2)[N:16]=1)(=[O:3])[CH3:2] |f:1.2|. Starting materials: COc1cc(CO)c(Br)cc1F, ClCCl, BrP(Br)Br. Product: COc1cc(CBr)c(Br)cc1F. RXN SMILES: [Br:5][c:6]1[c:7]([CH2:15][OH:16])[cH:8][c:9]([O:13][CH3:14])[c:10]([F:12])[cH:11]1.[Cl:17][CH2:18][Cl:19].[P:1]([Br:2])([Br:3])[Br:4]>>[Br:2][CH2:15][c:7]1[c:6]([Br:5])[cH:11][c:10]([F:12])[c:9]([O:13][CH3:14])[cH:8]1.